From a dataset of the Open Reaction Database (ORD), a public repository of structured organic reaction records. describe an organic reaction: reactants, conditions, products, and yield Starting materials: IC=1C=C(C=CC1)C1=C(C=CC2=CC(=CC=C12)C1=CC(=CC=C1)OC)OC (1-(3-Iodophenyl)-2-methoxy-6-(3-methoxyphenyl)naphthalene), Mo(C0)6, C1CCC2=NCCCN2CC1 (DBU), CS(=O)(=O)N (methylsulfonamide), O1CCOCC1 (1,4-dioxane). Reagents/catalysts: CC(=O)[O-].CC(=O)[O-].[Pd+2] (Pd(OAc)2). Run in ClCCl (dichloromethane). Conditions: time 15 minute. Yields the product COC1=C(C2=CC=C(C=C2C=C1)C1=CC(=CC=C1)OC)C=1C=C(C(=O)NS(=O)(=O)C)C=CC1 (3-(2-Methoxy-6-(3-methoxyphenyl)naphthalene-1-yl)-N-(methylsulfonyl)-benzamide). RXN SMILES: I[C:2]1[CH:3]=[C:4]([C:8]2[C:17]3[C:12](=[CH:13][C:14]([C:18]4[CH:23]=[CH:22][CH:21]=[C:20]([O:24][CH3:25])[CH:19]=4)=[CH:15][CH:16]=3)[CH:11]=[CH:10][C:9]=2[O:26][CH3:27])[CH:5]=[CH:6][CH:7]=1.C1CCN2C(=NCCC2)CC1.[CH3:39][S:40]([NH2:43])(=[O:42])=[O:41].[O:44]1CCOC[CH2:45]1>ClCCl.CC([O-])=O.CC([O-])=O.[Pd+2]>[CH3:27][O:26][C:9]1[CH:10]=[CH:11][C:12]2[C:17](=[CH:16][CH:15]=[C:14]([C:18]3[CH:23]=[CH:22][CH:21]=[C:20]([O:24][CH3:25])[CH:19]=3)[CH:13]=2)[C:8]=1[C:4]1[CH:3]=[C:2]([CH:7]=[CH:6][CH:5]=1)[C:45]([NH:43][S:40]([CH3:39])(=[O:42])=[O:41])=[O:44] |f:5.6.7|. Reported procedure: 1-(3-Iodophenyl)-2-methoxy-6-(3-methoxyphenyl)naphthalene (150 mg, 0.32 mmol, 1 eq), Mo(C0)6 (85 mg, 0.32 mmol, 1 eq), Pd(OAc)2 (7.2 mg, 0.03 mmol, 0.01 eq), DBU (145 μl, 0.96 mmol, 3 eq), methylsulfonamide (91.7 mg, 0.96 mmol, 3 eq) and 1,4-dioxane (1 ml) are charged into a reaction vessel. The reaction is performed in a microwave oven at 110° C. for 15 min. After cooling, the reaction mixture is dissolved in dichloromethane, and purification by column chromatography with dichloromethane and 2%... Reactants: ClC1=NC=C(C(=C1)NC)I (2-Chloro-5-iodo-N-methylpyridin-4-amine), C([O-])([O-])=O.[Na+].[Na+] (sodium carbonate), C1(CC1)B1OC(C(O1)(C)C)(C)C (2-cyclopropyl-4,4,5,5-tetramethyl-1,3,2-dioxaborolane). Reagents/catalysts: [Pd].C1(=CC=CC=C1)P(C1=CC=CC=C1)C1=CC=CC=C1.C1(=CC=CC=C1)P(C1=CC=CC=C1)C1=CC=CC=C1.C1(=CC=CC=C1)P(C1=CC=CC=C1)C1=CC=CC=C1.C1(=CC=CC=C1)P(C1=CC=CC=C1)C1=CC=CC=C1 (tetrakis(triphenylphosphine) palladium (0)). Solvent: CC#N (MeCN). Run at temperature 130 celsius. Yields the product ClC1=NC=C(C(=C1)NC)C1CC1 (2-chloro-5-cyclopropyl-N-methylpyridin-4-amine). The yield is 49.1%. As a reaction SMILES: [Cl:1][C:2]1[CH:7]=[C:6]([NH:8][CH3:9])[C:5](I)=[CH:4][N:3]=1.C(=O)([O-])[O-].[Na+].[Na+].[CH:17]1(B2OC(C)(C)C(C)(C)O2)[CH2:19][CH2:18]1>CC#N.[Pd].C1(P(C2C=CC=CC=2)C2C=CC=CC=2)C=CC=CC=1.C1(P(C2C=CC=CC=2)C2C=CC=CC=2)C=CC=CC=1.C1(P(C2C=CC=CC=2)C2C=CC=CC=2)C=CC=CC=1.C1(P(C2C=CC=CC=2)C2C=CC=CC=2)C=CC=CC=1>[Cl:1][C:2]1[CH:7]=[C:6]([NH:8][CH3:9])[C:5]([CH:17]2[CH2:19][CH2:18]2)=[CH:4][N:3]=1 |f:1.2.3,6.7.8.9.10|. Reported procedure: 2-Chloro-5-iodo-N-methylpyridin-4-amine (Intermediate I-8) (30 mg, 0.112 mmol), tetrakis(triphenylphosphine) palladium (0) (6.5 mg, 5.59 μmol) and 0.5 M aqueous sodium carbonate solution (290 μL, 0.145 mmol) were added to 2-cyclopropyl-4,4,5,5-tetramethyl-1,3,2-dioxaborolane (61 μL, 0.335 mmol) in MeCN. The mixture was heated at 130° C. in a microwave reactor for 1 hour. The mixture was concentrated in vacuo. Preparative thin layer chromatography, eluting with 1% NH3, 6% MeOH in CH2Cl2, gave 2-c... The reactants are N1=C(C=CC=C1)C#CCCCO (5-(2-pyridinyl)-4-pentyn-1-ol), [H][H] (hydrogen). Reagents/catalysts: [Pd] (Pd/C). Solvent: C(C)O (ethanol). Product: N1=C(C=CC=C1)CCCCCO (2-pyridinepentanol). Isolated yield 93.1%. Reaction SMILES: [N:1]1[CH:6]=[CH:5][CH:4]=[CH:3][C:2]=1[C:7]#[C:8][CH2:9][CH2:10][CH2:11][OH:12].[H][H]>C(O)C.[Pd]>[N:1]1[CH:6]=[CH:5][CH:4]=[CH:3][C:2]=1[CH2:7][CH2:8][CH2:9][CH2:10][CH2:11][OH:12]. Procedure: 5-(2-pyridinyl)-4-pentyn-1-ol (8.8 g) was hydrogenated over 1.0 g of 10% Pd/C in 125 mL of ethanol at room temperature and atmospheric pressure. After the uptake of hydrogen had stopped, the catalyst was removed by filtration and the solvent was removed under reduced pressure. The residual oil was distilled on a Kugelrohr apparatus (115°-120° C./0.1 mm) to yield 8.4 g of 2-pyridinepentanol. The reactants are FC1=C(C=CC=C1)[C@@H](CC#N)CO (2-fluoro-β(R)-(hydroxymethyl)benzenepropionitrile), C1(=CC=CC=C1)C (toluene), C1(=CC=CC=C1)C(C1=CC=CC=C1)(C1=CC=CC=C1)Cl (triphenylmethyl chloride), O (water), O (water), O (water), O (water), C1(=CC=CC=C1)C(C1=CC=CC=C1)(C1=CC=CC=C1)Cl (triphenylmethyl chloride), starting material. Solvent: CO (methanol), C(C)N(CC)CC (triethylamine). Reaction conditions: temperature 21 celsius, time 10 minute. Yields the product FC1=C(C=CC=C1)[C@@H](CC#N)OC(C1=CC=CC=C1)(C1=CC=CC=C1)C1=CC=CC=C1 (2-fluoro-β(R)-[(triphenylmethyl)oxy]benzenepropionitrile). RXN SMILES: [F:1][C:2]1[CH:7]=[CH:6][CH:5]=[CH:4][C:3]=1[C@H:8](CO)[CH2:9][C:10]#[N:11].C1(C)C=CC=CC=1.[C:21]1([C:27](Cl)([C:34]2[CH:39]=[CH:38][CH:37]=[CH:36][CH:35]=2)[C:28]2[CH:33]=[CH:32][CH:31]=[CH:30][CH:29]=2)[CH:26]=[CH:25][CH:24]=[CH:23][CH:22]=1.[OH2:41]>CO.C(N(CC)CC)C>[F:1][C:2]1[CH:7]=[CH:6][CH:5]=[CH:4][C:3]=1[C@H:8]([O:41][C:27]([C:34]1[CH:39]=[CH:38][CH:37]=[CH:36][CH:35]=1)([C:28]1[CH:33]=[CH:32][CH:31]=[CH:30][CH:29]=1)[C:21]1[CH:26]=[CH:25][CH:24]=[CH:23][CH:22]=1)[CH2:9][C:10]#[N:11]. Procedure details: A mixture of 64.5 g of 2-fluoro-β(R)-(hydroxymethyl)benzenepropionitrile, 450 mL of toluene, and 106.2 g of triphenylmethyl chloride is stirred at 20-22° C. for 10 minutes to afford a brown solution; 54 g of triethylanine is added rapidly over a period of 10 minutes while maintaining an internal temperature of <30° C. The reaction mixture is stirred at an internal temperature of 35° C., (external temperature: 41° C.) for 24 hours to obtain a light, brown suspension. The tritylation reaction is c... The reactants are O=C1NCN(c2ccccc2)C12CCN(Cc1cccc(CCl)c1)CC2, [K+], [K+], O=C([O-])[O-], CN(C)C=O, O, Oc1ccccc1. Yields the product O=C1NCN(c2ccccc2)C12CCN(Cc1cccc(COc3ccccc3)c1)CC2. RXN SMILES: [Cl:1][CH2:2][c:3]1[cH:4][c:5]([CH2:6][N:7]2[CH2:8][CH2:9][C:10]3([C:11](=[O:21])[NH:12][CH2:13][N:14]3[c:15]3[cH:16][cH:17][cH:18][cH:19][cH:20]3)[CH2:22][CH2:23]2)[cH:24][cH:25][cH:26]1.[K+:34].[K+:35].[O-:36][C:37]([O-:38])=[O:39].[O:40]=[CH:41][N:42]([CH3:43])[CH3:44].[OH2:45].[OH:27][c:28]1[cH:29][cH:30][cH:31][cH:32][cH:33]1>>[CH2:2]([c:3]1[cH:4][c:5]([CH2:6][N:7]2[CH2:8][CH2:9][C:10]3([C:11](=[O:21])[NH:12][CH2:13][N:14]3[c:15]3[cH:16][cH:17][cH:18][cH:19][cH:20]3)[CH2:22][CH2:23]2)[cH:24][cH:25][cH:26]1)[O:27][c:28]1[cH:29][cH:30][cH:31][cH:32][cH:33]1. Procedure details: A suspension of 2-hydroxy-4-methoxybenzaldehyde (6.10 g), 4-methoxyphenylacetylchloride (11.1 g) and potassium carbonate (20 g) in acetone (400 ml) was heated under reflux for 2 hours. The reaction mixture was evaporated to remove the solvent, followed by addition of water. The resulting precipitates were collected by filtration and dried under reduced pressure to give 7-methoxy-3-(4-methoxyphenyl)-chromen-2-one (10.1 g, Yield 89%). The reactants are OC1=C(C=O)C=CC(=C1)OC (2-hydroxy-4-methoxybenzaldehyde), COC1=CC=C(C=C1)CC(=O)Cl (4-methoxyphenylacetylchloride), C([O-])([O-])=O.[K+].[K+] (potassium carbonate). Yield: 89.2%. Run in CC(=O)C (acetone). Product: COC1=CC=C2C=C(C(OC2=C1)=O)C1=CC=C(C=C1)OC (7-methoxy-3-(4-methoxyphenyl)-chromen-2-one). RXN SMILES: [OH:1][C:2]1[CH:9]=[C:8]([O:10][CH3:11])[CH:7]=[CH:6][C:3]=1[CH:4]=O.[CH3:12][O:13][C:14]1[CH:19]=[CH:18][C:17]([CH2:20][C:21](Cl)=[O:22])=[CH:16][CH:15]=1.C(=O)([O-])[O-].[K+].[K+]>CC(C)=O>[CH3:11][O:10][C:8]1[CH:9]=[C:2]2[C:3]([CH:4]=[C:20]([C:17]3[CH:18]=[CH:19][C:14]([O:13][CH3:12])=[CH:15][CH:16]=3)[C:21](=[O:22])[O:1]2)=[CH:6][CH:7]=1 |f:2.3.4|. Reactants: CC(NC(=O)OCc1ccccc1)C(=O)O, CN(C)C=O, Cc1cc2c(c3ccc(=O)[nH]c13)OC(CN)C2, On1nnc2ccccc21. The product is Cc1cc2c(c3ccc(=O)[nH]c13)OC(CNC(=O)C(C)NC(=O)OCc1ccccc1)C2. Reaction SMILES: [C:18](=[O:19])([O:20][CH2:21][c:22]1[cH:23][cH:24][cH:25][cH:26][cH:27]1)[NH:28][CH:29]([CH3:30])[C:31](=[O:32])[OH:33].[CH3:44][N:45]([CH3:46])[CH:47]=[O:48].[NH2:1][CH2:2][CH:3]1[CH2:4][c:5]2[c:6]([c:7]3[cH:8][cH:9][c:10](=[O:16])[nH:11][c:12]3[c:13]([CH3:15])[cH:14]2)[O:17]1.[OH:34][n:35]1[c:36]2[c:37]([cH:38][cH:39][cH:40][cH:41]2)[n:42][n:43]1>>[NH:1]([CH2:2][CH:3]1[CH2:4][c:5]2[c:6]([c:7]3[cH:8][cH:9][c:10](=[O:16])[nH:11][c:12]3[c:13]([CH3:15])[cH:14]2)[O:17]1)[C:31]([CH:29]([NH:28][C:18](=[O:19])[O:20][CH2:21][c:22]1[cH:23][cH:24][cH:25][cH:26][cH:27]1)[CH3:30])=[O:32]. Starting materials: Fc1ccc(Br)cc1C(F)(F)F, O=C([O-])[O-], Cc1ccccc1, [Cs+], [Cs+], CC(=O)[O-], CC(=O)[O-], OC1CCNC1, [Pd+2], c1ccc(P(c2ccccc2)c2ccc3ccccc3c2-c2c(P(c3ccccc3)c3ccccc3)ccc3ccccc23)cc1. Product: OC1CCN(c2ccc(F)c(C(F)(F)F)c2)C1. Reaction SMILES: [Br:1][c:2]1[cH:3][c:4]([C:9]([F:10])([F:11])[F:12])[c:5]([F:8])[cH:6][cH:7]1.[C:65](=[O:66])([O-:67])[O-:68].[CH3:71][c:72]1[cH:73][cH:74][cH:75][cH:76][cH:77]1.[Cs+:69].[Cs+:70].[O-:79][C:80]([CH3:81])=[O:82].[O-:83][C:84]([CH3:85])=[O:86].[OH:13][CH:14]1[CH2:15][NH:16][CH2:17][CH2:18]1.[Pd+2:78].[c:19]1([P:20]([c:21]2[cH:22][cH:23][cH:24][cH:25][cH:26]2)[c:27]2[cH:28][cH:29][c:30]3[c:31]([cH:32][cH:33][cH:34][cH:35]3)[c:36]2-[c:37]2[c:38]3[c:39]([cH:40][cH:41][cH:42][cH:43]3)[cH:44][cH:45][c:46]2[P:47]([c:48]2[cH:49][cH:50][cH:51][cH:52][cH:53]2)[c:54]2[cH:55][cH:56][cH:57][cH:58][cH:59]2)[cH:60][cH:61][cH:62][cH:63][cH:64]1>>[c:2]1([N:16]2[CH2:15][CH:14]([OH:13])[CH2:18][CH2:17]2)[cH:3][c:4]([C:9]([F:10])([F:11])[F:12])[c:5]([F:8])[cH:6][cH:7]1. Starting materials: CCOC(=O)c1c[nH]c2nc3cc(Cl)c(F)cc3cc2c1=O, Cl. Product: O=C(O)c1c[nH]c2nc3cc(Cl)c(F)cc3cc2c1=O. RXN SMILES: [Cl:1][c:2]1[c:3]([F:22])[cH:4][c:5]2[c:6]([n:7][c:8]3[nH:9][cH:10][c:11]([C:16](=[O:17])[O:18][CH2:19][CH3:20])[c:12](=[O:15])[c:13]3[cH:14]2)[cH:21]1.[ClH:23]>>[Cl:1][c:2]1[c:3]([F:22])[cH:4][c:5]2[c:6]([n:7][c:8]3[nH:9][cH:10][c:11]([C:16](=[O:17])[OH:18])[c:12](=[O:15])[c:13]3[cH:14]2)[cH:21]1.